describe an organic reaction: reactants, conditions, products, and yield From a dataset of the Open Reaction Database (ORD), a public repository of structured organic reaction records. Starting materials: ClC1=C(C=CC=C1)[C@H](C)OC(NC=1C(=NOC1C1=CC=C(C=C1)Br)C)=O ([5-(4-bromo-phenyl)-3-methyl-isoxazol-4-yl]-carbamic acid (S)-1-(2-chloro-phenyl)-ethyl ester), C(C)OC(CC1=CC=C(C=C1)B1OC(C(O1)(C)C)(C)C)=O ([4-(4,4,5,5-tetramethyl-[1,3,2]dioxaborolan-2-yl)-phenyl]-acetic acid ethyl ester). Yields the product C(C)OC(CC1=CC=C(C=C1)C1=CC=C(C=C1)C1=C(C(=NO1)C)NC(=O)O[C@@H](C)C1=C(C=CC=C1)Cl)=O ((4′-{4-[(S)-1-(2-chloro-phenyl)-ethoxycarbonylamino]-3-methyl-isoxazol-5-yl}-biphenyl-4-yl)-acetic acid ethyl ester). Reaction SMILES: [Cl:1][C:2]1[CH:7]=[CH:6][CH:5]=[CH:4][C:3]=1[C@@H:8]([O:10][C:11](=[O:26])[NH:12][C:13]1[C:14]([CH3:25])=[N:15][O:16][C:17]=1[C:18]1[CH:23]=[CH:22][C:21](Br)=[CH:20][CH:19]=1)[CH3:9].[CH2:27]([O:29][C:30](=[O:47])[CH2:31][C:32]1[CH:37]=[CH:36][C:35](B2OC(C)(C)C(C)(C)O2)=[CH:34][CH:33]=1)[CH3:28]>>[CH2:27]([O:29][C:30](=[O:47])[CH2:31][C:32]1[CH:37]=[CH:36][C:35]([C:21]2[CH:22]=[CH:23][C:18]([C:17]3[O:16][N:15]=[C:14]([CH3:25])[C:13]=3[NH:12][C:11]([O:10][C@H:8]([C:3]3[CH:4]=[CH:5][CH:6]=[CH:7][C:2]=3[Cl:1])[CH3:9])=[O:26])=[CH:19][CH:20]=2)=[CH:34][CH:33]=1)[CH3:28]. Procedure: Following the procedure described in Example 36, Step 6, [5-(4-bromo-phenyl)-3-methyl-isoxazol-4-yl]-carbamic acid (S)-1-(2-chloro-phenyl)-ethyl ester and [4-(4,4,5,5-tetramethyl-[1,3,2]dioxaborolan-2-yl)-phenyl]-acetic acid ethyl ester were reacted to provide (4′-{4-[(S)-1-(2-chloro-phenyl)-ethoxycarbonylamino]-3-methyl-isoxazol-5-yl}-biphenyl-4-yl)-acetic acid ethyl ester, which was hydrolyzed to the acid as described in Example 34, Step 2.